Dataset: the Open Reaction Database (ORD), a public repository of structured organic reaction records. Task: describe an organic reaction: reactants, conditions, products, and yield The reactants are O=C1OCc2ccc(Cl)cc21, Cl, N#C[K], O. Product: N#CCc1ccc(Cl)cc1C(=O)O. Reaction SMILES: [Cl:1][c:2]1[cH:3][cH:4][c:5]2[c:10]([cH:11]1)[C:8](=[O:9])[O:7][CH2:6]2.[ClH:15].[K:12][C:13]#[N:14].[OH2:16]>>[Cl:1][c:2]1[cH:3][cH:4][c:5]([CH2:6][C:13]#[N:14])[c:10]([C:8]([OH:7])=[O:9])[cH:11]1.